From a dataset of the Open Reaction Database (ORD), a public repository of structured organic reaction records. describe an organic reaction: reactants, conditions, products, and yield Starting materials: COC1=C(C=C2CCC(C2=C1)=O)N1CCN(CC1)C (6-methoxy-5-(4-methylpiperazin-1-yl)-2,3-dihydro-1H-inden-1-one), C(C1=CN=CC=C1)=O (nicotinaldehyde), [OH-].[Na+] (NaOH). Run in CO.O (MeOH H2O), C(Cl)(Cl)Cl (chloroform). Run at time 6 hour. Product: COC1=C(C=C2C\C(\C(C2=C1)=O)=C/C=1C=NC=CC1)N1CCN(CC1)C ((E)-6-methoxy-5-(4-methylpiperazin-1-yl)-2-(pyridin-3-ylmethylene)-2,3-dihydro-1H-inden-1-one). RXN SMILES: [CH3:1][O:2][C:3]1[CH:11]=[C:10]2[C:6]([CH2:7][CH2:8][C:9]2=[O:12])=[CH:5][C:4]=1[N:13]1[CH2:18][CH2:17][N:16]([CH3:19])[CH2:15][CH2:14]1.[CH:20](=O)[C:21]1[CH:26]=[CH:25][CH:24]=[N:23][CH:22]=1.[OH-].[Na+]>CO.O.C(Cl)(Cl)Cl>[CH3:1][O:2][C:3]1[CH:11]=[C:10]2[C:6]([CH2:7]/[C:8](=[CH:20]\[C:21]3[CH:22]=[N:23][CH:24]=[CH:25][CH:26]=3)/[C:9]2=[O:12])=[CH:5][C:4]=1[N:13]1[CH2:14][CH2:15][N:16]([CH3:19])[CH2:17][CH2:18]1 |f:2.3,4.5|. Reported procedure: To a solution of 6-methoxy-5-(4-methylpiperazin-1-yl)-2,3-dihydro-1H-inden-1-one 253 (0.1 g, 0.384 mmol) in MeOH/H2O (1:1) was added nicotinaldehyde (0.049 g, 0.461 mmol) and NaOH (0.03 g, 0.768 mmol) was added to the reaction mass, which was then stirred at RT for 6 h. The reaction mass was diluted with chloroform and washed with water (3×25 mL). The organic layer was dried over sodium sulphate and concentrated to get the crude, which was purified through flash chromatography by using 100-200 m...